Dataset: the Open Reaction Database (ORD), a public repository of structured organic reaction records. Task: describe an organic reaction: reactants, conditions, products, and yield Reactants: ClC(Cl)(Cl)Cl, CC(C)(C)OC(=O)CC(=O)C1CC1, Cc1nc(C(F)(F)F)ccc1C(=O)Cl, CO, CC#N, CCOC(C)=O, [Mg]. Product: Cc1nc(C(F)(F)F)ccc1C(=O)CC(=O)C1CC1. As a reaction SMILES: [C:15]([Cl:16])([Cl:17])([Cl:18])[Cl:19].[C:1]([O:2][C:6]([CH2:7][C:8](=[O:9])[CH:10]1[CH2:11][CH2:12]1)=[O:13])([CH3:3])([CH3:4])[CH3:5].[CH3:20][c:21]1[c:22]([C:23]([Cl:24])=[O:25])[cH:26][cH:27][c:28]([C:30]([F:31])([F:32])[F:33])[n:29]1.[CH3:34][OH:35].[CH3:36][C:37]#[N:38].[CH3:39][CH2:40][O:41][C:42](=[O:43])[CH3:44].[Mg:14]>>[C:6]([CH2:7][C:8](=[O:9])[CH:10]1[CH2:11][CH2:12]1)(=[O:13])[c:22]1[c:21]([CH3:20])[n:29][c:28]([C:30]([F:31])([F:32])[F:33])[cH:27][cH:26]1. Starting materials: C(CCCC)C1CC=C(CC1)C1=CC(=CC(=C1)F)F ((4-pentyl-1-cyclohexenyl)-3,5-difluorobenzene), [H][H] (hydrogen). The reagents and catalysts are [Ni] (Raney nickel), [Ni] (Raney nickel), [C].[Pd] (palladium carbon). Run at time 8 hour. The product is C(CCCC)C1CCC(CC1)C1=CC(=CC(=C1)F)F ((4-pentyl-cyclohexyl)-3,5-difluorobenzene). Isolated yield 91.0%. RXN SMILES: [CH2:1]([CH:6]1[CH2:11][CH2:10][C:9]([C:12]2[CH:17]=[C:16]([F:18])[CH:15]=[C:14]([F:19])[CH:13]=2)=[CH:8][CH2:7]1)[CH2:2][CH2:3][CH2:4][CH3:5].[H][H]>[Ni].[C].[Pd]>[CH2:1]([CH:6]1[CH2:11][CH2:10][CH:9]([C:12]2[CH:13]=[C:14]([F:19])[CH:15]=[C:16]([F:18])[CH:17]=2)[CH2:8][CH2:7]1)[CH2:2][CH2:3][CH2:4][CH3:5] |f:3.4|. Procedure: Mixture of (4-pentyl-1-cyclohexenyl)-3,5-difluorobenzene (89 mmol), Raney nickel (3.5 g), and 500 ml of Solmix was subjected to a hydrogenation reaction at room temperature under normal pressure for 10 hours. At the time when the amount of hydrogen has come not to further reduce and the reaction has come not to progress, catalyst was changed from Raney nickel to palladium carbon (2.4 g), and stirred for 8 hours. Palladium carbon was filtered off and the solvent was distilled off. The residue was... The reactants are C1CCOC1, COc1ccc(C(=O)c2ccc(OC)cc2)cc1, [H-], [Na+], COc1cc(OC)cc(C(=CC#N)c2ccc3c(c2)OCCO3)c1. Product: COc1ccc(C(=CC#N)c2ccc(OC)cc2)cc1. Reaction SMILES: [CH2:45]1[O:46][CH2:47][CH2:48][CH2:49]1.[CH3:1][O:2][c:3]1[cH:4][cH:5][c:6]([C:9](=[O:10])[c:11]2[cH:12][cH:13][c:14]([O:17][CH3:18])[cH:15][cH:16]2)[cH:7][cH:8]1.[H-:19].[Na+:20].[O:21]1[c:22]2[cH:23][cH:24][c:25]([C:26]([c:27]3[cH:28][c:29]([O:30][CH3:31])[cH:35][c:36]([O:37][CH3:38])[cH:39]3)=[CH:32][C:33]#[N:34])[cH:40][c:41]2[O:42][CH2:43][CH2:44]1>>[CH3:1][O:2][c:3]1[cH:4][cH:5][c:6]([C:9]([c:11]2[cH:12][cH:13][c:14]([O:17][CH3:18])[cH:15][cH:16]2)=[CH:32][C:33]#[N:34])[cH:7][cH:8]1. Starting materials: 50.g, C(CC(C)C)C#N (isoamyl cyanide), C(O)CN (ethanolamine). Reagents/catalysts: O.O.C(C)(=O)[O-].[Cd+2].C(C)(=O)[O-] (cadmium acetate dihydrate). Run at temperature 115 celsius, time 2 day. Product: C(CC(C)C)C=1OCCN1 (2-Isoamyl-2-Oxazoline). As a reaction SMILES: [CH2:1]([C:6]#[N:7])[CH2:2][CH:3]([CH3:5])[CH3:4].[CH2:8]([CH2:10]N)[OH:9]>O.O.C([O-])(=O)C.[Cd+2].C([O-])(=O)C>[CH2:1]([C:6]1[O:9][CH2:8][CH2:10][N:7]=1)[CH2:2][CH:3]([CH3:5])[CH3:4] |f:2.3.4.5.6|. Procedure: A mixture of about 50.g grams (0.515 mole) isoamyl cyanide, about 31.5 grams (0.515 mole) ethanolamine, and about 3.2 grams (0.012 mole) cadmium acetate dihydrate is heated to about 115 degrees C. to about 125 degrees C. and stirred under nitrogen for about two days. The product is distilled under vacuum and the fraction boiling at about 81 degrees C. to about 84 degrees C. at about 29 mmHg is collected. The reactants are C(C#C)OC(CNC(=O)NNC(=O)OCC)COCC#C (ethyl 2-(2,3-bis(prop-2-ynyloxy)propylcarbamoyl)hydrazinecarboxylate), C([O-])([O-])=O.[K+].[K+] (potassium carbonate). Solvent: CCO (EtOH). Run at temperature 65 celsius, time 16 hour. The product is C(C#C)OC(CN1C(NNC1=O)=O)COCC#C (4-(2,3-bis(prop-2-ynyloxy)propyl)-1,2,4-triazolidine-3,5-dione). Isolated yield 32.9%. RXN SMILES: [CH2:1]([O:4][CH:5]([CH2:17][O:18][CH2:19][C:20]#[CH:21])[CH2:6][NH:7][C:8]([NH:10][NH:11][C:12](OCC)=[O:13])=[O:9])[C:2]#[CH:3].C(=O)([O-])[O-].[K+].[K+]>CCO>[CH2:1]([O:4][CH:5]([CH2:17][O:18][CH2:19][C:20]#[CH:21])[CH2:6][N:7]1[C:8](=[O:9])[NH:10][NH:11][C:12]1=[O:13])[C:2]#[CH:3] |f:1.2.3|. Reported procedure: To ethyl 2-(2,3-bis(prop-2-ynyloxy)propylcarbamoyl)hydrazinecarboxylate (I-13c: 855 mg, 2.88 mmol) in EtOH (14.400 mL) was added potassium carbonate (1590 mg, 11.50 mmol). The mixture was stirred at 65° C. for 16 h. After cooling to room temperature, the mixture was concentrated. HCl 1N was added up to pH-3, and then extracted with AcOEt twice, washed with brine, dried over MgSO4, filtered and concentrated. The residue was purified by silica gel chromatography (30-100% AcOEt/heptane), and then r... Starting materials: C(#N)C(C)(C)C=1C=C(C(=O)NC2=CC(=C(C=C2)C)C(CS)=O)C=CC1 (3-(2-cyanopropan-2-yl)-N-(3-(2-mercaptoacetyl)-4-methylphenyl)benzamide), ClC=1C(=NC=CN1)C#N (3-chloropyrazine-2-carbonitrile), C([O-])([O-])=O.[Na+].[Na+] (sodium carbonate). Run in C(C)O (ethanol). Yields the product NC1=C(SC2=NC=CN=C21)C(=O)C=2C=C(C=CC2C)NC(C2=CC(=CC=C2)C(C)(C)C#N)=O (N-(3-(7-aminothieno[2,3-b]pyrazine-6-carbonyl)-4-methylphenyl)-3-(2-cyanopropan-2-yl)benzamide). Yield: 21.0%. RXN SMILES: [C:1]([C:3]([C:6]1[CH:7]=[C:8]([CH:23]=[CH:24][CH:25]=1)[C:9]([NH:11][C:12]1[CH:17]=[CH:16][C:15]([CH3:18])=[C:14]([C:19](=[O:22])[CH2:20][SH:21])[CH:13]=1)=[O:10])([CH3:5])[CH3:4])#[N:2].Cl[C:27]1[C:28]([C:33]#[N:34])=[N:29][CH:30]=[CH:31][N:32]=1.C(=O)([O-])[O-].[Na+].[Na+]>C(O)C>[NH2:34][C:33]1[C:28]2[C:27](=[N:32][CH:31]=[CH:30][N:29]=2)[S:21][C:20]=1[C:19]([C:14]1[CH:13]=[C:12]([NH:11][C:9](=[O:10])[C:8]2[CH:23]=[CH:24][CH:25]=[C:6]([C:3]([C:1]#[N:2])([CH3:4])[CH3:5])[CH:7]=2)[CH:17]=[CH:16][C:15]=1[CH3:18])=[O:22] |f:2.3.4|. Procedure details: A solution of 3-(2-cyanopropan-2-yl)-N-(3-(2-mercaptoacetyl)-4-methylphenyl)benzamide 115 (0.094 mmol, 33 mg), 3-chloropyrazine-2-carbonitrile (0.094 mmol, 13 mg) and sodium carbonate (0.112 mmol, 12 mg) in ethanol (1 mL) was stirred 2 h at 50° C. Quenched in 1N HCl solution and extracted with CH2Cl2. Organic layer was dried and evaporated. Purification by HPLC gave N-(3-(7-aminothieno[2,3-b]pyrazine-6-carbonyl)-4-methylphenyl)-3-(2-cyanopropan-2-yl)benzamide 116 (9 mg, 21%). NMR (400 MHz, DMSO-...